Dataset: the Open Reaction Database (ORD), a public repository of structured organic reaction records. Task: describe an organic reaction: reactants, conditions, products, and yield The reactants are BrC=1C=C2C(=C(C=NC2=CC1)C(CC)=O)Cl (1-(6-bromo-4-chloroquinolin-3-yl)propan-1-one), NC=1C=CC(=NC1)N1C[C@H](CCC1)NC(OC(C)(C)C)=O ((S)-tert-butyl 1-(5-aminopyridin-2-yl)piperidin-3-ylcarbamate). Yields the product BrC=1C=C2C(=C(C=NC2=CC1)C(CC)=O)NC=1C=CC(=NC1)N1C[C@H](CCC1)NC(OC(C)(C)C)=O ((S)-tert-butyl 1-(5-(6-bromo-3-propionylquinolin-4-ylamino)pyridin-2-yl)piperidin-3-ylcarbamate). Isolated yield 29.7%. Reaction SMILES: [Br:1][C:2]1[CH:3]=[C:4]2[C:9](=[CH:10][CH:11]=1)[N:8]=[CH:7][C:6]([C:12](=[O:15])[CH2:13][CH3:14])=[C:5]2Cl.[NH2:17][C:18]1[CH:19]=[CH:20][C:21]([N:24]2[CH2:29][CH2:28][CH2:27][C@H:26]([NH:30][C:31](=[O:37])[O:32][C:33]([CH3:36])([CH3:35])[CH3:34])[CH2:25]2)=[N:22][CH:23]=1>>[Br:1][C:2]1[CH:3]=[C:4]2[C:9](=[CH:10][CH:11]=1)[N:8]=[CH:7][C:6]([C:12](=[O:15])[CH2:13][CH3:14])=[C:5]2[NH:17][C:18]1[CH:19]=[CH:20][C:21]([N:24]2[CH2:29][CH2:28][CH2:27][C@H:26]([NH:30][C:31](=[O:37])[O:32][C:33]([CH3:35])([CH3:34])[CH3:36])[CH2:25]2)=[N:22][CH:23]=1. Procedure: Following general procedure C, 1-(6-bromo-4-chloroquinolin-3-yl)propan-1-one (301 mg, 1.02 mmol) was reacted with (S)-tert-butyl 1-(5-aminopyridin-2-yl)piperidin-3-ylcarbamate (600 mg, 2.05 mmol) to obtain the desired product (168 mg, 30%) as an purple semi-solid.: ESI MS m/z 554 [C27H32BrN5O3+H]+. Reactants: C(C)(C)C1=C(C(=CC=C1)C(C)C)O (2,6-Diisopropylphenol), BrCCl (bromochloromethane), [OH-].[Na+] (sodium hydroxide), O1CCCC1 (tetrahydrofuran). Conditions: temperature 20 celsius. Yields the product ClCOC1=C(C=CC=C1C(C)C)C(C)C (chloromethyl(2,6-diisopropylphenyl)ether). Reaction SMILES: [CH:1]([C:4]1[CH:9]=[CH:8][CH:7]=[C:6]([CH:10]([CH3:12])[CH3:11])[C:5]=1[OH:13])([CH3:3])[CH3:2].Br[CH2:15][Cl:16].[OH-].[Na+].O1CCCC1>>[Cl:16][CH2:15][O:13][C:5]1[C:4]([CH:1]([CH3:3])[CH3:2])=[CH:9][CH:8]=[CH:7][C:6]=1[CH:10]([CH3:12])[CH3:11] |f:2.3|. Procedure details: 2,6-Diisopropylphenol (20 kg, FW (formula weight)=178, 112 mol, 1 equiv.) is reacted with bromochloromethane (347 kg, FW=129, 2,682 mol, 24 equiv.) and sodium hydroxide (11 kg, FW=40, 280 mol, 2.5 equiv.) in tetrahydrofuran (108 kg, FW=72, 1,498 mol, 13.3 equiv.) at reflux for approximately 1.5 hours. After cooling to 20° C., the reaction mixture is quenched with water (87 kg). The organic layer is collected and washed with 15% sodium chloride aqueous solution (78 kg) twice. The organic layer is... The reactants are 119, ClC1=CC(=C(NC(C)=O)C=C1)F (4'-chloro-2'-fluoroacetanilide), Cl (hydrochloric acid). Run in C(C)O (ethanol). Product: hydrochloride salt, ClC1=CC(=C(N)C=C1)F (4-chloro-2-fluoroaniline). Reaction SMILES: [Cl:1][C:2]1[CH:11]=[CH:10][C:5]([NH:6]C(=O)C)=[C:4]([F:12])[CH:3]=1.Cl>C(O)C>[Cl:1][C:2]1[CH:11]=[CH:10][C:5]([NH2:6])=[C:4]([F:12])[CH:3]=1. Procedure: A mixture of 119 parts of 4'-chloro-2'-fluoroacetanilide in 475 parts of ethanol and 200 parts of 37% hydrochloric acid was refluxed for 17 hours and the solvent removed at a reduced pressure of 300 mm.Hg to yield the moist, solid hydrochloride salt of 4-chloro-2-fluoroaniline. Starting materials: O.[OH-].[Li+] (lithium hydroxide monohydrate), C(=O)(C(F)(F)F)O (TFA), BrC=1C=NC=CC1 (3-bromopyridine), CC(C)([O-])C.[Na+] (sodium tert-butoxide), solution, C1CCOC1 (THF), (2R)-1-[(1R)-1-[bis(1,1-dimethylethyl)phosphino]ethyl]-2-(dicyclohexylphosphino)ferrocene, Cl.Cl.NCCN[C@]12[C@@H]([C@H]3CC[C@@H]4[C@]5(CC=C(C([C@@H]5CC[C@]4([C@@]3(CC1)C)C)(C)C)C1=CC=C(C(=O)OC)C=C1)C)[C@@H](CC2)C(=C)C (methyl 4-((1R,3aS,5aR,5bR,7aR,11aS,11bR,13aR,13bR)-3a-(2-aminoethylamino)-5a,5b,8,8,11a-pentamethyl-1-(prop-1-en-2-yl)-2,3,3a,4,5,5a,5b,6,7,7a,8,11,11a,11b,12,13,13a,13b-octadecahydro-1H-cyclopenta[a]chrysen-9-yl)benzoate bis HCl salt). The reagents and catalysts are C(C)(=O)[O-].[Pd+2].C(C)(=O)[O-] (palladium(II) acetate). The solvent is CO (methanol), O (water), COCCOC (DME), COCCOC (DME). Run at temperature 110 celsius, time 10 minute. Yields the product C[C@]12CC[C@@]3([C@@H]([C@H]2CC[C@@H]2[C@]4(CC=C(C([C@@H]4CC[C@@]12C)(C)C)C1=CC=C(C(=O)O)C=C1)C)[C@@H](CC3)C(=C)C)NCCNC=3C=NC=CC3 (4-((1R,3aS,5aR,5bR,7aR,11aS,11bR,13aR,13bR)-5a,5b,8,8,11a-pentamethyl-1-(prop-1-en-2-yl)-3a-(2-(pyridin-3-ylamino)ethylamino)-2,3,3a,4,5,5a,5b,6,7,7a,8,11,11a,11b,12,13,13a,13b-octadecahydro-1H-cyclopenta[a]chrysen-9-yl)benzoic acid). Isolated yield 82.4%. As a reaction SMILES: Br[C:2]1[CH:3]=[N:4][CH:5]=[CH:6][CH:7]=1.CC(C)([O-])C.[Na+].C1COCC1.Cl.Cl.[NH2:21][CH2:22][CH2:23][NH:24][C@:25]12[CH2:60][CH2:59][C@@H:58]([C:61]([CH3:63])=[CH2:62])[C@@H:26]1[C@@H:27]1[C@@:40]([CH3:43])([CH2:41][CH2:42]2)[C@@:39]2([CH3:44])[C@@H:30]([C@:31]3([CH3:57])[C@@H:36]([CH2:37][CH2:38]2)[C:35]([CH3:46])([CH3:45])[C:34]([C:47]2[CH:56]=[CH:55][C:50]([C:51]([O:53]C)=[O:52])=[CH:49][CH:48]=2)=[CH:33][CH2:32]3)[CH2:29][CH2:28]1.O.[OH-].[Li+].C(O)(C(F)(F)F)=O>COCCOC.C([O-])(=O)C.[Pd+2].C([O-])(=O)C.CO.O>[CH3:43][C@:40]12[C@@:39]3([CH3:44])[C@@H:30]([C@:31]4([CH3:57])[C@@H:36]([CH2:37][CH2:38]3)[C:35]([CH3:45])([CH3:46])[C:34]([C:47]3[CH:56]=[CH:55][C:50]([C:51]([OH:53])=[O:52])=[CH:49][CH:48]=3)=[CH:33][CH2:32]4)[CH2:29][CH2:28][C@@H:27]1[C@H:26]1[C@H:58]([C:61]([CH3:63])=[CH2:62])[CH2:59][CH2:60][C@:25]1([NH:24][CH2:23][CH2:22][NH:21][C:2]1[CH:3]=[N:4][CH:5]=[CH:6][CH:7]=1)[CH2:42][CH2:41]2 |f:1.2,4.5.6,7.8.9,12.13.14|. Procedure details: In a 1 dram vial under nitrogen were combined (2R)-1-[(1R)-1-[bis(1,1-dimethylethyl)phosphino]ethyl]-2-(dicyclohexylphosphino)ferrocene (CAS#158923-11-6) (2.101 mg, 3.79 mmol), palladium(II) acetate (0.851 mg, 3.79 mmol) and dry DME (0.5 ml). The contents of the vial were stirred for 10 min, and were then added all at once to a separate mixture of 3-bromopyridine (0.014 g, 0.091 mmol) and sodium tert-butoxide, 2.0M solution in THF (0.167 mL, 0.333 mmol) in dry DME (0.333 mL) contained in a separ... The reactants are [Cl-].CC1=CC=C(C[Zn+])C=C1 (4-methylbenzylzinc chloride), O1C(OCC1)C1=CC=2C(CCC(C2C=C1Br)(C)C)(C)C (2-(1,3-dioxolan-2-yl)-3-bromo-5,5,8,8-tetramethyl-5,6,7,8-tetrahydronaphthalene), tetrakis(triphenylphospine)palladium(0). The solvent is O1CCCC1 (tetrahydrofuran). Yields the product O1C(OCC1)C1=CC=2C(CCC(C2C=C1CC1=CC=C(C=C1)C)(C)C)(C)C (2-(1,3-dioxolan-2-yl)-3-(4-methylbenzyl)-5,5,8,8-tetramethyl-5,6,7,8-tetrahydronaphthalene). The yield is 89.0%. As a reaction SMILES: [O:1]1[CH2:5][CH2:4][O:3][CH:2]1[C:6]1[C:15](Br)=[CH:14][C:13]2[C:12]([CH3:18])([CH3:17])[CH2:11][CH2:10][C:9]([CH3:20])([CH3:19])[C:8]=2[CH:7]=1.[Cl-].[CH3:22][C:23]1[CH:30]=[CH:29][C:26]([CH2:27][Zn+])=[CH:25][CH:24]=1>O1CCCC1>[O:1]1[CH2:5][CH2:4][O:3][CH:2]1[C:6]1[C:15]([CH2:22][C:23]2[CH:30]=[CH:29][C:26]([CH3:27])=[CH:25][CH:24]=2)=[CH:14][C:13]2[C:12]([CH3:18])([CH3:17])[CH2:11][CH2:10][C:9]([CH3:20])([CH3:19])[C:8]=2[CH:7]=1 |f:1.2|. Reported procedure: To a mixture of 2-(1,3-dioxolan-2-yl)-3-bromo-5,5,8,8-tetramethyl-5,6,7,8-tetrahydronaphthalene (250 mg, 0.74 mmol) and tetrakis(triphenylphospine)palladium(0) (21 mg, 0.018 mmol) under an argon atmosphere was added a 0.5 M tetrahydrofuran solution of 4-methylbenzylzinc chloride (7.3 mL, 3.68 mmol). The reaction mixture was stirred at reflux overnight and partitioned between saturated ammonium chloride solution and ethyl acetate. The organic layer was washed with brine, dried over MgSO4, and con... Starting materials: NC1=C(C(=O)N)C=C(C=N1)C (2-amino-5-methylnicotinamide), ClC=1C=C(CBr)C=CC1 (3-chlorobenzylbromide). Solvent: C(C)(=O)OCC (ethyl acetate), CN(C=O)C (N,N-dimethylformamide). Run at temperature 100 celsius, time 6 hour. Yields the product Br.ClC=1C=C(CN2C(C(=CC(=C2)C)C(=O)N)=N)C=CC1 (1-(3-chlorobenzyl)-2-imino-5-methyl-1,2-dihydropyridine-3-carboxamide hydrobromide). Isolated yield 42.4%. Reaction SMILES: [NH2:1][C:2]1[N:10]=[CH:9][C:8]([CH3:11])=[CH:7][C:3]=1[C:4]([NH2:6])=[O:5].[Cl:12][C:13]1[CH:14]=[C:15]([CH:18]=[CH:19][CH:20]=1)[CH2:16][Br:17]>CN(C)C=O.C(OCC)(=O)C>[BrH:17].[Cl:12][C:13]1[CH:14]=[C:15]([CH:18]=[CH:19][CH:20]=1)[CH2:16][N:10]1[CH:9]=[C:8]([CH3:11])[CH:7]=[C:3]([C:4]([NH2:6])=[O:5])[C:2]1=[NH:1] |f:4.5|. Reported procedure: To a solution of 2-amino-5-methylnicotinamide (0.15 g) in N,N-dimethylformamide (3 ml) was added 3-chlorobenzylbromide (0.31 g), and the mixture was stirred at 100° C. for 6 hr. The reaction mixture was diluted with ethyl acetate. The precipitate was collected by filtration and washed with ethyl acetate. The obtained precipitate was recrystallized from methanol-ethyl acetate to give the title compound (0.15 g). The reactants are BrC1=C(C(=CC=C1)Br)C(C)O (1-(2,6-dibromophenyl)ethanol), BrC1=C(C(=CC=C1)Br)C(C(F)(F)F)O (1-(2,6-dibromophenyl)-2,2,2-trifluoroethanol), BrC1=C(C=C(C=C1)Br)C(C(F)(F)F)=O (1-(2,5-dibromophenyl)-2,2,2-trifluoroethanone). The product is BrC1=C(C=C(C=C1)Br)C(C)O (1-(2,5-dibromophenyl)ethanol). Reaction SMILES: BrC1C=CC=C(Br)C=1C(O)C.BrC1C=CC=C(Br)C=1C(O)C(F)(F)F.[Br:26][C:27]1[CH:32]=[CH:31][C:30]([Br:33])=[CH:29][C:28]=1[C:34](=[O:39])[C:35](F)(F)F>>[Br:26][C:27]1[CH:32]=[CH:31][C:30]([Br:33])=[CH:29][C:28]=1[CH:34]([OH:39])[CH3:35]. Reported procedure: This compound was made as described above for Intermediate 7, 1-(2,6-dibromophenyl)-2,2,2-trifluoroethanol, starting with 1-(2,5-dibromophenyl)-2,2,2-trifluoroethanone to provide a light yellow oil. RXN SMILES: Cl[C:2]1[CH:3]=[CH:4][C:5]2[N:6]([C:8]([C:11]([F:14])([F:13])[F:12])=[N:9][N:10]=2)[N:7]=1.[CH3:15][C@@H:16]1[CH2:21][NH:20][C@@H:19]([CH3:22])[CH2:18][N:17]1[C:23]([O:25][C:26]([CH3:29])([CH3:28])[CH3:27])=[O:24].CCN(C(C)C)C(C)C>CN(C=O)C>[CH3:15][C@@H:16]1[CH2:21][N:20]([C:2]2[CH:3]=[CH:4][C:5]3[N:6]([C:8]([C:11]([F:14])([F:13])[F:12])=[N:9][N:10]=3)[N:7]=2)[C@@H:19]([CH3:22])[CH2:18][N:17]1[C:23]([O:25][C:26]([CH3:28])([CH3:27])[CH3:29])=[O:24]. Product: C[C@H]1N(C[C@@H](N(C1)C=1C=CC=2N(N1)C(=NN2)C(F)(F)F)C)C(=O)OC(C)(C)C ((2R,5S)-tert-butyl 2,5-dimethyl-4-[3-(trifluoromethyl)-[1,2,4]triazolo[4,3-b]pyridazin-6-yl]piperazine-1-carboxylate). Isolated yield 76.0%. Starting materials: ClC=1C=CC=2N(N1)C(=NN2)C(F)(F)F (6-chloro-3-(trifluoromethyl)-[1,2,4]triazolo[4,3-b]pyridazine), C[C@H]1N(C[C@@H](NC1)C)C(=O)OC(C)(C)C ((2R,5S)-tert-butyl 2,5-dimethylpiperazine-1-carboxylate), CCN(C(C)C)C(C)C (DIPEA). Procedure details: A stirred solution of 6-chloro-3-(trifluoromethyl)-[1,2,4]triazolo[4,3-b]pyridazine (4.45 g, 20 mmol), (2R,5S)-tert-butyl 2,5-dimethylpiperazine-1-carboxylate (5.14, 24 mmol) and DIPEA (5.14 mL, 30.00 mmol) in DMF (40.0 mL) was heated at 125° C. for 2.5 hours. The reaction mixture was evaporated to dryness, redissolved in DCM and washed sequentially with 1M aqueous K2CO3, water and saturated brine. The organic layer was dried over MgSO4, filtered and evaporated. The crude product was purified by... Solvent: CN(C)C=O (DMF). Reactants: c1(ncc(cn1)B1OC(C(O1)(C)C)(C)C)N, C1CN(CCO1)c1nc(c(c(n1)Cl)CCCl)Cl. Reagents/catalysts: c1ccc(cc1)-c2c3ccccc3cc4ccccc24 (9-Phenylanthracene), [F-].[Cs+] (CsF), O (water), P(C1CCCC1)(c1ccccc1)c1ccccc1.P(C1CCCC1)(c1ccccc1)c1ccccc1.C(Cl)Cl.[Pd](Cl)Cl.[Fe] (Pd(dppf)Cl2). Solvent: C1COCCO1 (Dioxane). Reaction conditions: temperature 60 celsius, time 18 hour. Yields the product Nc1ncc(cn1)c2nc(nc(Cl)c2CCCl)N3CCOCC3. RXN SMILES: [Cl:1][CH2:2][CH2:3][c:4]1[c:10](Cl)[n:9][c:8]([N:11]2[CH2:16][CH2:15][O:14][CH2:13][CH2:12]2)[n:7][c:5]1[Cl:6].CC1(C(C)(C)OB([c:17]2[cH:23][n:22][c:20]([NH2:21])[n:19][cH:18]2)O1)C>>[NH2:21][c:20]1[n:22][cH:23][c:17]([c:10]2[c:4]([CH2:3][CH2:2][Cl:1])[c:5]([Cl:6])[n:7][c:8]([N:11]3[CH2:16][CH2:15][O:14][CH2:13][CH2:12]3)[n:9]2)[cH:18][n:19]1.